From a dataset of the Open Reaction Database (ORD), a public repository of structured organic reaction records. describe an organic reaction: reactants, conditions, products, and yield Reactants: Cl.FC(C1=CC=C(C(N)=N)C=C1)(F)F (4-(trifluoromethyl)benzimidamide hydrochloride), CN(C)C=C(C[NH+](C)C)C[NH+](C)C (2-dimethylaminomethylene-1,3-bis(dimethylammonio)propane), F[B-](F)(F)F (tetrafluoroborate), C[O-].[Na+] (sodium methoxide). Run in C(C)O (ethanol). Conditions: temperature 90 celsius, time 1 hour. Product: FC(C1=CC=C(C=C1)C1=NC=C(C=N1)C=O)(F)F (2-(4-(trifluoromethyl)phenyl)pyrimidine-5-carbaldehyde). RXN SMILES: Cl.[F:2][C:3]([F:14])([F:13])[C:4]1[CH:12]=[CH:11][C:7]([C:8](=[NH:10])[NH2:9])=[CH:6][CH:5]=1.CN([CH:18]=[C:19]([CH2:24][NH+](C)C)[CH2:20][NH+](C)C)C.F[B-](F)(F)F.C[O-:34].[Na+]>C(O)C>[F:2][C:3]([F:13])([F:14])[C:4]1[CH:12]=[CH:11][C:7]([C:8]2[N:9]=[CH:20][C:19]([CH:24]=[O:34])=[CH:18][N:10]=2)=[CH:6][CH:5]=1 |f:0.1,4.5|. Procedure: To a solution of containing 4-(trifluoromethyl)benzimidamide hydrochloride (50 g, 0.22 mol) and 2-dimethylaminomethylene-1,3-bis(dimethylammonio)propane bis(tetrafluoroborate (50 g, 0.27 mol) in ethanol (500 mL) was added sodium methoxide (36 g, 0.67 mol). The mixture was stirred for 1 h at 90° C. then cooled to room temperature. The mixture was extracted with ethyl acetate (200 mL*3). The organic layer was dried over Na2SO4, filtered and concentrated under reduced pressure. The crude product wa...